Dataset: the Open Reaction Database (ORD), a public repository of structured organic reaction records. Task: describe an organic reaction: reactants, conditions, products, and yield The reactants are C(=O)C1=CC2=C(SC=C2)C=C1 (5-Formylbenzo[b]thiophene), C1(=CC=CC=C1)C (toluene), C1(=CC=C(C=C1)S(=O)(=O)O)C (p-toluenesulfonic acid). Solvent: C(CO)O (ethylene glycol). Reaction conditions: time 6 hour. Yields the product O1C(OCC1)C1=CC2=C(SC=C2)C=C1 (5-(1,3-Dioxolan-2-yl)benzo[b]thiophene). Yield: 79.0%. Reaction SMILES: [CH:1]([C:3]1[CH:11]=[CH:10][C:6]2[S:7][CH:8]=[CH:9][C:5]=2[CH:4]=1)=[O:2].[C:12]1([CH3:18])C=CC=CC=1.C1(C)C=CC(S(O)(=O)=[O:26])=CC=1>C(O)CO>[O:2]1[CH2:18][CH2:12][O:26][CH:1]1[C:3]1[CH:11]=[CH:10][C:6]2[S:7][CH:8]=[CH:9][C:5]=2[CH:4]=1. Procedure details: A solution of product from Step A (16.4 g, 0.1 mol), toluene (300 ml), p-toluenesulfonic acid (1.0 g) and ethylene glycol (20 ml) was heated at reflux with the aid of a Dean-Stark trap. After 6 hours, the organic layer was cooled, washed with saturated Na2CO3. The Na2CO3 layer was extracted with ethyl acetate (2×). The combined organic extracts were dried, filtered and concentrated to dryness. The residue was distilled at 149-153° C. at 0.3 mm Hg to yield 16.4 g (79%) of product.